Dataset: the Open Reaction Database (ORD), a public repository of structured organic reaction records. Task: describe an organic reaction: reactants, conditions, products, and yield The reactants are COC(C1=CC(=CC(O1)=O)O)OC (6-Dimethoxymethyl-4-hydroxypyran-2-one), [H][H] (hydrogen). Reagents/catalysts: [Pd] (palladium on carbon). Run in CO (methanol). The product is COC(C1CC(=CC(O1)=O)O)OC (6-dimethoxymethyl-5,6-dihydro-4-hydroxy-pyran-2-one). Reaction SMILES: [CH3:1][O:2][CH:3]([O:12][CH3:13])[C:4]1[O:9][C:8](=[O:10])[CH:7]=[C:6]([OH:11])[CH:5]=1.[H][H]>CO.[Pd]>[CH3:1][O:2][CH:3]([O:12][CH3:13])[CH:4]1[O:9][C:8](=[O:10])[CH:7]=[C:6]([OH:11])[CH2:5]1. Procedure details: 6-Dimethoxymethyl-4-hydroxypyran-2-one may be reduced in methanol with hydrogen in the presence of a palladium on carbon catalyst to give 6-dimethoxymethyl-5,6-dihydro-4-hydroxy-pyran-2-one; The reactants are C(C)(=O)NC1CN(CC1)CC1=CC=CC=C1 (3-acetylamino-1-benzylpyrrolidine), Cl (hydrochloric acid). Reagents/catalysts: [Pd] (Pd/C). Run in C(C)O (ethanol). Yields the product C(C)(=O)NC1CNCC1 (3-Acetylaminopyrrolidine). The yield is 89.0%. As a reaction SMILES: [C:1]([NH:4][CH:5]1[CH2:9][CH2:8][N:7](CC2C=CC=CC=2)[CH2:6]1)(=[O:3])[CH3:2].Cl>[Pd].C(O)C>[C:1]([NH:4][CH:5]1[CH2:9][CH2:8][NH:7][CH2:6]1)(=[O:3])[CH3:2]. Reported procedure: A mixture of 12.5 g (0.057 mol) of the compound obtained in stage c) above, 1.3 g of 10% Pd/C, 80 ml of 95% ethanol and a drop of concentrated hydrochloric acid is hydrogenated at 40° C. When the theoretical quantity of hydrogen has been consumed, it is filtered and the filtrate is concentrated to obtain 6.5 g of the title compound in the form of an oily product. The reactants are Fc1nc(Cl)cc2c1Oc1ccc(Br)cc1C21CO1, CCOC(C)=O, C[Si](C)(C)N=[N+]=[N-], CN(C)C=O, O. Yields the product [N-]=[N+]=NC1(CO)c2cc(Br)ccc2Oc2c1cc(Cl)nc2F. RXN SMILES: [Br:1][c:2]1[cH:3][c:4]2[c:15]([cH:16][cH:17]1)[O:14][c:7]1[c:6]([cH:11][c:10]([Cl:12])[n:9][c:8]1[F:13])[C:5]21[O:18][CH2:19]1.[CH3:32][CH2:33][O:34][C:35]([CH3:36])=[O:37].[N:20](=[N+:21]=[N-:22])[Si:23]([CH3:24])([CH3:25])[CH3:26].[O:27]=[CH:28][N:29]([CH3:30])[CH3:31].[OH2:38]>>[Br:1][c:2]1[cH:3][c:4]2[c:15]([cH:16][cH:17]1)[O:14][c:7]1[c:6]([cH:11][c:10]([Cl:12])[n:9][c:8]1[F:13])[C:5]2([CH2:19][OH:18])[N:20]=[N+:21]=[N-:22]. The reactants are C(C)(=O)OCC.CCCCCC (ethyl acetate hexane), FC(C(=O)O)(F)F (trifluoroacetic acid), ClC1=CC=C(C=C1)S(=O)(=O)C(C(CCN(C(OC(C)(C)C)=O)S(=O)(=O)C)C)C1=C(C=CC(=C1)F)F (t-Butyl N-[4-[(4-chlorophenyl)sulfonyl]-4-(2,5-difluorophenyl)-3-methylbutyl]-N-methylsulfonylcarbamate). Solvent: ClCCl (dichloromethane), ClCCl (dichloromethane). Conditions: time 6 hour. Product: ClC1=CC=C(C=C1)S(=O)(=O)C(C(CCNS(=O)(=O)C)C)C1=C(C=CC(=C1)F)F (N-[4-[(4-Chlorophenyl)sulfonyl]-4-(2,5-difluorophenyl)-3-methylbutyl]methanesulfonamide). The yield is 89.4%. RXN SMILES: [Cl:1][C:2]1[CH:7]=[CH:6][C:5]([S:8]([CH:11]([C:28]2[CH:33]=[C:32]([F:34])[CH:31]=[CH:30][C:29]=2[F:35])[CH:12]([CH3:27])[CH2:13][CH2:14][N:15]([S:23]([CH3:26])(=[O:25])=[O:24])C(=O)OC(C)(C)C)(=[O:10])=[O:9])=[CH:4][CH:3]=1.FC(F)(F)C(O)=O.C(OCC)(=O)C.CCCCCC>ClCCl>[Cl:1][C:2]1[CH:7]=[CH:6][C:5]([S:8]([CH:11]([C:28]2[CH:33]=[C:32]([F:34])[CH:31]=[CH:30][C:29]=2[F:35])[CH:12]([CH3:27])[CH2:13][CH2:14][NH:15][S:23]([CH3:26])(=[O:25])=[O:24])(=[O:10])=[O:9])=[CH:4][CH:3]=1 |f:2.3|. Reported procedure: The t-butyl N-[4-[(4-chlorophenyl)sulfonyl]-4-(2,5-difluorophenyl)-3-methylbutyl]-N-methylsulfonylcarbamate (136 mg, 0.246 mmol) obtained in Example 243 was dissolved in dichloromethane (4 ml), followed by the addition of trifluoroacetic acid (1 ml) at room temperature. After stirring at room temperature for 6 hours, the reaction mixture was diluted with dichloromethane, washed successively with water, a saturated aqueous solution of sodium bicarbonate, and brine, dried over magnesium sulfate an...